From a dataset of the Open Reaction Database (ORD), a public repository of structured organic reaction records. describe an organic reaction: reactants, conditions, products, and yield The product is CCC(CC)(c1ccc(O)c(C)c1)c1cc2ccc(OCc3ccccc3)cc2o1. Starting materials: CCC(O)(CC)c1cc2ccc(OCc3ccccc3)cc2o1, Cc1ccccc1O. As a reaction SMILES: [CH2:1]([c:2]1[cH:3][cH:4][cH:5][cH:6][cH:7]1)[O:8][c:9]1[cH:10][c:11]2[c:12]([cH:13][c:14]([C:16]([CH2:17][CH3:18])([CH2:19][CH3:20])[OH:21])[o:15]2)[cH:22][cH:23]1.[CH3:24][c:25]1[cH:26][cH:27][cH:28][cH:29][c:30]1[OH:31]>>[CH2:1]([c:2]1[cH:3][cH:4][cH:5][cH:6][cH:7]1)[O:8][c:9]1[cH:10][c:11]2[c:12]([cH:13][c:14]([C:16]([CH2:17][CH3:18])([CH2:19][CH3:20])[c:27]3[cH:26][c:25]([CH3:24])[c:30]([OH:31])[cH:29][cH:28]3)[o:15]2)[cH:22][cH:23]1. The reactants are Br, CC(=O)O, CCOCC, NS(=O)(=O)c1ccc(C(=O)NC2CCCCC2NC(=O)CNC(=O)OCc2ccccc2)cc1. Yields the product Br, NCC(=O)NC1CCCCC1NC(=O)c1ccc(S(N)(=O)=O)cc1. Reaction SMILES: [BrH:40].[C:41]([OH:42])(=[O:43])[CH3:44].[CH3:35][CH2:36][O:37][CH2:38][CH3:39].[NH2:1][S:2](=[O:3])(=[O:4])[c:5]1[cH:6][cH:7][c:8]([C:9](=[O:10])[NH:11][CH:12]2[CH:13]([NH:18][C:19]([CH2:20][NH:21][C:22](=[O:23])[O:24][CH2:25][c:26]3[cH:27][cH:28][cH:29][cH:30][cH:31]3)=[O:32])[CH2:14][CH2:15][CH2:16][CH2:17]2)[cH:33][cH:34]1>>[BrH:40].[NH2:1][S:2](=[O:3])(=[O:4])[c:5]1[cH:6][cH:7][c:8]([C:9](=[O:10])[NH:11][CH:12]2[CH:13]([NH:18][C:19]([CH2:20][NH2:21])=[O:32])[CH2:14][CH2:15][CH2:16][CH2:17]2)[cH:33][cH:34]1. The reactants are CCNCC, CO, Clc1cccc(Cl)c1Cn1cnc2c(Cl)ncnc21. Product: CCN(CC)c1ncnc2c1ncn2Cc1c(Cl)cccc1Cl. Reaction SMILES: [CH2:20]([CH3:21])[NH:22][CH2:23][CH3:24].[CH3:25][OH:26].[Cl:1][c:2]1[c:3]2[n:4][cH:5][n:6]([CH2:11][c:12]3[c:13]([Cl:19])[cH:14][cH:15][cH:16][c:17]3[Cl:18])[c:7]2[n:8][cH:9][n:10]1>>[c:2]1([N:22]([CH2:20][CH3:21])[CH2:23][CH3:24])[c:3]2[n:4][cH:5][n:6]([CH2:11][c:12]3[c:13]([Cl:19])[cH:14][cH:15][cH:16][c:17]3[Cl:18])[c:7]2[n:8][cH:9][n:10]1. RXN SMILES: [Br:1][C:2]1([O:13][CH3:14])[CH2:3][C:4]([O:11][CH3:12])=[C:5]([N+:8]([O-:9])=[O:10])[CH:6]=[CH:7]1.[CH3:15][C:16](=[O:17])[OH:18].[CH3:19][CH2:20][OH:21].[Fe:22]>>[Br:1][C:2]1([O:13][CH3:14])[CH2:3][C:4]([O:11][CH3:12])=[C:5]([NH2:8])[CH:6]=[CH:7]1. Product: COC1=C(N)C=CC(Br)(OC)C1. Reactants: COC1=C([N+](=O)[O-])C=CC(Br)(OC)C1, CC(=O)O, CCO, [Fe]. The reactants are C1(=CC=CC=C1)CCCN1CCN(CCC1)C(=O)OC(C)(C)C (tert-butyl 4-(3-phenylpropan-1-yl)-2,3,5,6-tetrahydro-7H-1,4-diazepine-1-carboxylate), Cl (hydrochloric acid). Run in C(C)O (ethanol). Run at time 2 hour. Yields the product Cl.Cl.C1(=CC=CC=C1)CCCN1CCNCCC1 (1-(3-phenylpropan-1-yl)-2,3,5,6-tetrahydro-7H-1,4-diazepine dihydrochloride). RXN SMILES: [C:1]1([CH2:7][CH2:8][CH2:9][N:10]2[CH2:16][CH2:15][CH2:14][N:13](C(OC(C)(C)C)=O)[CH2:12][CH2:11]2)[CH:6]=[CH:5][CH:4]=[CH:3][CH:2]=1.[ClH:24]>C(O)C>[ClH:24].[ClH:24].[C:1]1([CH2:7][CH2:8][CH2:9][N:10]2[CH2:16][CH2:15][CH2:14][NH:13][CH2:12][CH2:11]2)[CH:6]=[CH:5][CH:4]=[CH:3][CH:2]=1 |f:3.4.5|. Procedure: To 5.41 g (5.41 g (16.99 mmol.) of tert-butyl 4-(3-phenylpropan-1-yl)-2,3,5,6-tetrahydro-7H-1,4-diazepine-1-carboxylate was added, at room temperature, 5 ml (60 mmol.) of 12N hydrochloric acid. The mixture was stirred for 2 hours. To the reaction system was added ethanol, then the solvent was distilled off under reduced pressure to give the object compound as a pale yellow amorphous product. The yield was 5.65 g (100%). Reactants: Cc1ccc(C(=O)CBr)cc1, O=C([O-])[O-], CC(C)=O, [K+], [K+], OCc1cc(Br)ccc1O. Yields the product Cc1ccc(C(=O)COc2ccc(Br)cc2CO)cc1. RXN SMILES: [Br:11][CH2:12][C:13](=[O:14])[c:15]1[cH:16][cH:17][c:18]([CH3:21])[cH:19][cH:20]1.[C:22](=[O:23])([O-:24])[O-:25].[CH3:28][C:29](=[O:30])[CH3:31].[K+:26].[K+:27].[OH:1][c:2]1[c:3]([CH2:4][OH:5])[cH:6][c:7]([Br:10])[cH:8][cH:9]1>>[O:1]([c:2]1[c:3]([CH2:4][OH:5])[cH:6][c:7]([Br:10])[cH:8][cH:9]1)[CH2:12][C:13](=[O:14])[c:15]1[cH:16][cH:17][c:18]([CH3:21])[cH:19][cH:20]1. Reactants: solution, Cl (hydrogen chloride), C(C)(C)(C)OC(=O)N1CCC2(CC1)S(CC1=C2C=CC=C1)=O (1'-t-butoxycarbonylspiro[benzo[c]thiophene-1(3H),4'-piperidine]-2-oxide). The solvent is O1CCOCC1 (dioxane), C(Cl)Cl (methylene chloride). Yields the product Cl.N1CCC2(CC1)S(CC1=C2C=CC=C1)=O (Spiro[benzo[c]thiophene-1(3H),4'-piperidine]-2-oxide hydrochloride). Isolated yield 75.0%. RXN SMILES: C(OC([N:8]1[CH2:13][CH2:12][C:11]2([C:17]3[CH:18]=[CH:19][CH:20]=[CH:21][C:16]=3[CH2:15][S:14]2=[O:22])[CH2:10][CH2:9]1)=O)(C)(C)C.[ClH:23]>C(Cl)Cl.O1CCOCC1>[ClH:23].[NH:8]1[CH2:13][CH2:12][C:11]2([C:17]3[CH:18]=[CH:19][CH:20]=[CH:21][C:16]=3[CH2:15][S:14]2=[O:22])[CH2:10][CH2:9]1 |f:4.5|. Procedure: 295 mg (0.92 mmole) of 1'-t-butoxycarbonylspiro[benzo[c]thiophene-1(3H),4'-piperidine]-2-oxide [prepared as described in step (a) above] were dissolved in 3 ml of methylene chloride, and 1 ml of a 4 N solution of hydrogen chloride in dioxane was added, whilst ice-cooling. The mixture was stirred, whilst ice-cooling for 1 hour, and then the crystals which deposited were collected by filtration, to give 173 mg (yield 75%) of the title compound as white crystals.